Dataset: the Open Reaction Database (ORD), a public repository of structured organic reaction records. Task: describe an organic reaction: reactants, conditions, products, and yield Reactants: BrC=1C(=NC=CC1)C(=O)N(C)OC (3-Bromo-N-methoxy-N-methylpyridine-2-carboxamide), [H-].C(C(C)C)[Al+]CC(C)C (diisobutylaluminum hydride). The solvent is C1CCOC1 (THF). Reaction conditions: time 4 hour. Yields the product BrC=1C(=NC=CC1)C=O (3-bromopyridine-2-carboxaldehyde), CNOC (N,O-dimethylhydroxylamine). Reaction SMILES: [Br:1][C:2]1[C:3]([C:8]([N:10]([O:12][CH3:13])C)=[O:9])=[N:4][CH:5]=[CH:6][CH:7]=1.[H-].C([Al+]CC(C)C)C(C)C>C1COCC1>[Br:1][C:2]1[C:3]([CH:8]=[O:9])=[N:4][CH:5]=[CH:6][CH:7]=1.[CH3:8][NH:10][O:12][CH3:13] |f:1.2|. Reported procedure: To a solution of 3-bromo-N-methoxy-N-methylpyridine-2-carboxamide (3-2; 219 mg, 0.89 mmole) in dry THF (4 mL) was added diisobutylaluminum hydride (0.94 mL, 0.94 mmole, 1M solution in CH2Cl2) slowly at −78° C. After 3 hr the mixture was quenched with 1N HCl and stirred vigorously. After 4 hr the mixture was neutralized with 1M NaOH and extracted with CH2Cl2 (3×). The combined organic layers were dried (MgSO4), filtered, and concentrated to give 3-bromopyridine-2-carboxaldehyde and its animal wit... Product: COC(=N)CCCCn1cnc(NC(N)=NCC(F)(F)F)n1. As a reaction SMILES: [CH3:22][OH:23].[CH:24]([Cl:25])([Cl:26])[Cl:27].[ClH:21].[F:1][C:2]([CH2:3][N:4]=[C:5]([NH:6][c:7]1[n:8][n:9]([CH2:12][CH2:13][CH2:14][CH2:15][C:16]#[N:17])[cH:10][n:11]1)[NH2:18])([F:19])[F:20]>>[F:1][C:2]([CH2:3][N:4]=[C:5]([NH:6][c:7]1[n:8][n:9]([CH2:12][CH2:13][CH2:14][CH2:15][C:16](=[NH:17])[O:23][CH3:22])[cH:10][n:11]1)[NH2:18])([F:19])[F:20]. Reactants: CO, ClC(Cl)Cl, Cl, N#CCCCCn1cnc(NC(N)=NCC(F)(F)F)n1.